From a dataset of the Open Reaction Database (ORD), a public repository of structured organic reaction records. describe an organic reaction: reactants, conditions, products, and yield Reported procedure: was prepared from ethyl 4-bromo-2,3,5-trifluorobenzoylacetate, dimethylformamide and (R)-2-amino-1-propanol by the procedure of Example 1(d) and obtained in 91% yield as an orange oil. Product: BrC1=C(C(=C(C(=O)C(C(=O)OCC)=CN[C@@H](CO)C)C=C1F)F)F (Ethyl (R)-2-(4-bromo-2,3,5-trifluorobenzoyl)-N-(1-hydroxy-2-propyl)-3-aminopropenoate). Yield: 91.0%. RXN SMILES: [Br:1][C:2]1[C:15]([F:16])=[CH:14][C:5]([C:6]([CH2:8][C:9]([O:11][CH2:12][CH3:13])=[O:10])=[O:7])=[C:4]([F:17])[C:3]=1[F:18].[NH2:19][C@H:20]([CH3:23])[CH2:21][OH:22].[CH3:24]N(C)C=O>>[Br:1][C:2]1[C:15]([F:16])=[CH:14][C:5]([C:6]([C:8](=[CH:24][NH:19][C@H:20]([CH3:23])[CH2:21][OH:22])[C:9]([O:11][CH2:12][CH3:13])=[O:10])=[O:7])=[C:4]([F:17])[C:3]=1[F:18]. Reactants: BrC1=C(C(=C(C(=O)CC(=O)OCC)C=C1F)F)F (ethyl 4-bromo-2,3,5-trifluorobenzoylacetate), N[C@@H](CO)C ((R)-2-amino-1-propanol), CN(C=O)C (dimethylformamide). The reactants are NC=1N=C(C2=C(N1)SC=C2CN(C2=CC=CC=C2)C2=CC=CC=C2)N (N-[(2,4-diaminothieno[2,3-d]pyrimidin-5-yl)methyl]-N,N-diphenylamine), NC=1N=C(C2=C(N1)SC=C2C)N (2,4-diamino-5-methylthieno[2,3-d]pyrimidine), C1=CC=CC=2SC3=CC=CC=C3NC12 (phenothiazine). Yields the product NC=1N=C(C2=C(N1)SC=C2CC=2C=CC=C1SC=3C=CC=CC3NC21)N (9-[(2,4-Diaminothieno[2,3-d]pyrimidin-5-yl)methyl]phenothiazine). As a reaction SMILES: NC1N=C(N)C2C(CN(C3C=CC=CC=3)C3C=CC=CC=3)=CSC=2N=1.[NH2:26][C:27]1[N:28]=[C:29]([NH2:37])[C:30]2[C:35]([CH3:36])=[CH:34][S:33][C:31]=2[N:32]=1.[CH:38]1[C:51]2[NH:50][C:49]3[C:44](=[CH:45][CH:46]=[CH:47][CH:48]=3)[S:43][C:42]=2[CH:41]=[CH:40][CH:39]=1>>[NH2:26][C:27]1[N:28]=[C:29]([NH2:37])[C:30]2[C:35]([CH2:36][C:48]3[CH:47]=[CH:46][CH:45]=[C:44]4[C:49]=3[NH:50][C:51]3[CH:38]=[CH:39][CH:40]=[CH:41][C:42]=3[S:43]4)=[CH:34][S:33][C:31]=2[N:32]=1. Reported procedure: 9-[(2,4-Diaminothieno[2,3-d]pyrimidin-5-yl)methyl]phenothiazine (Formula I: Ar=2,4-diaminothieno[2,3-d]pyrimidin-5-yl; W=CH2; X=N; Z=S; m=n=0) is prepared similarly to N-[(2,4-diaminothieno[2,3-d]pyrimidin-5-yl)methyl]-N,N-diphenylamine as disclosed in Example 11 above by using 2,4-diamino-5-methylthieno[2,3-d]pyrimidine (1.3 g, 7.4 mmol) in Step 1 and phenothiazine (159 mg, 0.8 mmol) in Step 3. The final product and its intermediates can be purified by chromatography.